Dataset: the Open Reaction Database (ORD), a public repository of structured organic reaction records. Task: describe an organic reaction: reactants, conditions, products, and yield Reactants: CC(C)(C)OC(=O)NCCOc1cccc([N+](=O)[O-])c1, CO. Product: CC(C)(C)OC(=O)NCCOc1cccc(N)c1. Reaction SMILES: [C:1]([CH3:2])([CH3:3])([CH3:4])[O:5][C:6](=[O:7])[NH:8][CH2:9][CH2:10][O:11][c:12]1[cH:13][c:14]([N+:18]([O-:19])=[O:20])[cH:15][cH:16][cH:17]1.[CH3:21][OH:22]>>[C:1]([CH3:2])([CH3:3])([CH3:4])[O:5][C:6](=[O:7])[NH:8][CH2:9][CH2:10][O:11][c:12]1[cH:13][c:14]([NH2:18])[cH:15][cH:16][cH:17]1. Yields the product CC(C)c1ccc(C#N)c(N)n1. RXN SMILES: [Br:1][c:2]1[c:3]([C:4]#[N:5])[cH:6][cH:7][c:8]([CH:10]([CH3:11])[CH3:12])[n:9]1.[CH3:14][CH2:15][OH:16].[NH3:13]>>[c:2]1([NH2:13])[c:3]([C:4]#[N:5])[cH:6][cH:7][c:8]([CH:10]([CH3:11])[CH3:12])[n:9]1. The reactants are CC(C)c1ccc(C#N)c(Br)n1, CCO, N.